Dataset: the Open Reaction Database (ORD), a public repository of structured organic reaction records. Task: describe an organic reaction: reactants, conditions, products, and yield Starting materials: N1=CC=CC=C1 (pyridine), ClC(=O)OCC1=CC=CC=C1 (benzyl chloroformate), N1C[C@H](CC1)NC(OC(C)(C)C)=O ((S)-tert-butyl pyrrolidin-3-ylcarbamate). Run in O (water), C(Cl)Cl (methylene chloride), C(Cl)Cl (methylene chloride). Reaction conditions: temperature 0 celsius, time 30 minute. Yields the product C(C)(C)(C)OC(=O)N[C@@H]1CN(CC1)C(=O)OCC1=CC=CC=C1 ((S)-Benzyl 3-(tert-butoxycarbonylamino)pyrrolidine-1-carboxylate). Reaction SMILES: [NH:1]1[CH2:5][CH2:4][C@H:3]([NH:6][C:7](=[O:13])[O:8][C:9]([CH3:12])([CH3:11])[CH3:10])[CH2:2]1.N1C=CC=CC=1.Cl[C:21]([O:23][CH2:24][C:25]1[CH:30]=[CH:29][CH:28]=[CH:27][CH:26]=1)=[O:22]>C(Cl)Cl.O>[C:9]([O:8][C:7]([NH:6][C@H:3]1[CH2:4][CH2:5][N:1]([C:21]([O:23][CH2:24][C:25]2[CH:30]=[CH:29][CH:28]=[CH:27][CH:26]=2)=[O:22])[CH2:2]1)=[O:13])([CH3:10])([CH3:12])[CH3:11]. Reported procedure: A solution of (S)-tert-butyl pyrrolidin-3-ylcarbamate (4.2 g, 22 mmol) in methylene chloride (49 mL) was cooled at 0° C. and treated with pyridine (2.2 mL, 29 mmol) and benzyl chloroformate (3.8 mL, 29 mmol). The mixture was stirred at 0° C. for 30 minutes and then warmed to ambient temperature and stirred for 4 hours. The reaction mixture was diluted with water (100 mL) and methylene chloride (100 mL), the organic layer was separated, dried over sodium sulfate, filtered, concentrated in vacuo, ...